This data is from the Open Reaction Database (ORD), a public repository of structured organic reaction records. The task is: describe an organic reaction: reactants, conditions, products, and yield The reactants are O=C(O)C(F)(F)F, O=C(CNc1nn(CCO)c2ccc(C(F)(F)F)cc12)NC1CNC1, Cc1cnc(C2(O)CCC(=O)CC2)s1. Product: Cc1cnc(C2(O)CCC(N3CC(NC(=O)CNc4nn(CCO)c5ccc(C(F)(F)F)cc45)C3)CC2)s1. As a reaction SMILES: [F:26][C:27]([F:28])([F:29])[C:30]([OH:31])=[O:32].[NH:1]1[CH2:2][CH:3]([NH:5][C:6]([CH2:7][NH:8][c:9]2[n:10][n:11]([CH2:22][CH2:23][OH:24])[c:12]3[cH:13][cH:14][c:15]([C:18]([F:19])([F:20])[F:21])[cH:16][c:17]23)=[O:25])[CH2:4]1.[OH:33][C:34]1([c:41]2[s:42][c:43]([CH3:46])[cH:44][n:45]2)[CH2:35][CH2:36][C:37](=[O:40])[CH2:38][CH2:39]1>>[N:1]1([CH:37]2[CH2:36][CH2:35][C:34]([OH:33])([c:41]3[s:42][c:43]([CH3:46])[cH:44][n:45]3)[CH2:39][CH2:38]2)[CH2:2][CH:3]([NH:5][C:6]([CH2:7][NH:8][c:9]2[n:10][n:11]([CH2:22][CH2:23][OH:24])[c:12]3[cH:13][cH:14][c:15]([C:18]([F:19])([F:20])[F:21])[cH:16][c:17]23)=[O:25])[CH2:4]1.